This data is from the Open Reaction Database (ORD), a public repository of structured organic reaction records. The task is: describe an organic reaction: reactants, conditions, products, and yield The reactants are O=C([O-])[O-], COCCOC, CC1(C)OB(c2ccncc2)OC1(C)C, [Cl-], CC(C)(C)OC(=O)N1CC=C(OS(=O)(=O)C(F)(F)F)CC1, [K+], [K+], [Li+], O, c1ccc(P(c2ccccc2)(c2ccccc2)[Pd](P(c2ccccc2)(c2ccccc2)c2ccccc2)(P(c2ccccc2)(c2ccccc2)c2ccccc2)P(c2ccccc2)(c2ccccc2)c2ccccc2)cc1. Product: CC(C)(C)OC(=O)N1CC=C(c2ccncc2)CC1. RXN SMILES: [C:24](=[O:25])([O-:26])[O-:27].[CH3:123][O:124][CH2:125][CH2:126][O:127][CH3:128].[CH3:30][C:31]1([CH3:32])[C:33]([CH3:34])([CH3:35])[O:36][B:37]([c:38]2[cH:39][cH:40][n:41][cH:42][cH:43]2)[O:44]1.[Cl-:23].[F:1][C:2]([F:3])([F:4])[S:5]([O:6][C:7]1=[CH:12][CH2:11][N:10]([C:13](=[O:14])[O:15][C:16]([CH3:17])([CH3:18])[CH3:19])[CH2:9][CH2:8]1)(=[O:20])=[O:21].[K+:28].[K+:29].[Li+:22].[OH2:122].[cH:45]1[cH:46][cH:47][c:48]([P:49]([Pd:50]([P:51]([c:52]2[cH:53][cH:54][cH:55][cH:56][cH:57]2)([c:58]2[cH:59][cH:60][cH:61][cH:62][cH:63]2)[c:64]2[cH:65][cH:66][cH:67][cH:68][cH:69]2)([P:70]([c:71]2[cH:72][cH:73][cH:74][cH:75][cH:76]2)([c:77]2[cH:78][cH:79][cH:80][cH:81][cH:82]2)[c:83]2[cH:84][cH:85][cH:86][cH:87][cH:88]2)[P:89]([c:90]2[cH:91][cH:92][cH:93][cH:94][cH:95]2)([c:96]2[cH:97][cH:98][cH:99][cH:100][cH:101]2)[c:102]2[cH:103][cH:104][cH:105][cH:106][cH:107]2)([c:108]2[cH:109][cH:110][cH:111][cH:112][cH:113]2)[c:114]2[cH:115][cH:116][cH:117][cH:118][cH:119]2)[cH:120][cH:121]1>>[C:7]1([c:38]2[cH:39][cH:40][n:41][cH:42][cH:43]2)=[CH:12][CH2:11][N:10]([C:13](=[O:14])[O:15][C:16]([CH3:17])([CH3:18])[CH3:19])[CH2:9][CH2:8]1.